describe an organic reaction: reactants, conditions, products, and yield From a dataset of the Open Reaction Database (ORD), a public repository of structured organic reaction records. The reactants are CO, [H][H], CC(C)(C)OC(=O)N1CC=C(c2cc3nccc(Oc4ccc(N)cc4F)c3s2)CC1. Yields the product CC(C)(C)OC(=O)N1CCC(c2cc3nccc(Oc4ccc(N)cc4F)c3s2)CC1. As a reaction SMILES: [CH3:34][OH:35].[H:32][H:33].[NH2:1][c:2]1[cH:3][c:4]([F:31])[c:5]([O:6][c:7]2[c:8]3[c:9]([n:10][cH:11][cH:12]2)[cH:13][c:14]([C:16]2=[CH:17][CH2:18][N:19]([C:22](=[O:23])[O:24][C:25]([CH3:26])([CH3:27])[CH3:28])[CH2:20][CH2:21]2)[s:15]3)[cH:29][cH:30]1>>[NH2:1][c:2]1[cH:3][c:4]([F:31])[c:5]([O:6][c:7]2[c:8]3[c:9]([n:10][cH:11][cH:12]2)[cH:13][c:14]([CH:16]2[CH2:17][CH2:18][N:19]([C:22](=[O:23])[O:24][C:25]([CH3:26])([CH3:27])[CH3:28])[CH2:20][CH2:21]2)[s:15]3)[cH:29][cH:30]1. Reactants: CCCC1CCCCN1CCCC#N, CCOCC, ClCCl, Cc1ccccc1I. Reaction SMILES: [CH2:9]([CH2:10][CH3:11])[CH:12]1[N:13]([CH2:18][CH2:19][CH2:20][C:21]#[N:22])[CH2:14][CH2:15][CH2:16][CH2:17]1.[CH3:23][CH2:24][O:25][CH2:26][CH3:27].[Cl:28][CH2:29][Cl:30].[I:1][c:2]1[c:3]([CH3:8])[cH:4][cH:5][cH:6][cH:7]1>>[c:2]1([C:21]([CH2:20][CH2:19][CH2:18][N:13]2[CH:12]([CH2:9][CH2:10][CH3:11])[CH2:17][CH2:16][CH2:15][CH2:14]2)=[O:25])[c:3]([CH3:8])[cH:4][cH:5][cH:6][cH:7]1. Yields the product CCCC1CCCCN1CCCC(=O)c1ccccc1C. The reactants are FC1=C(C(=O)O)C=CC(=C1)I (2-fluoro-4-iodobenzoic acid), Cl.C1(CC1)C=1C=C(C(=NC1)N1CCNCC1)C (1-(5-cyclopropyl-3-methylpyridin-2-yl)piperazine hydrochloride). The product is C1(CC1)C=1C=C(C(=NC1)N1CCN(CC1)C(=O)C1=C(C=C(C=C1)I)F)C ([4-(5-cyclopropyl-3-methylpyridin-2-yl)piperazin-1-yl](2-fluoro-4-iodophenyl)methanone). Yield: 95.8%. Reaction SMILES: [F:1][C:2]1[CH:10]=[C:9]([I:11])[CH:8]=[CH:7][C:3]=1[C:4]([OH:6])=O.Cl.[CH:13]1([C:16]2[CH:17]=[C:18]([CH3:28])[C:19]([N:22]3[CH2:27][CH2:26][NH:25][CH2:24][CH2:23]3)=[N:20][CH:21]=2)[CH2:15][CH2:14]1>>[CH:13]1([C:16]2[CH:17]=[C:18]([CH3:28])[C:19]([N:22]3[CH2:23][CH2:24][N:25]([C:4]([C:3]4[CH:7]=[CH:8][C:9]([I:11])=[CH:10][C:2]=4[F:1])=[O:6])[CH2:26][CH2:27]3)=[N:20][CH:21]=2)[CH2:15][CH2:14]1 |f:1.2|. Procedure details: Using 2-fluoro-4-iodobenzoic acid (399 mg) and 1-(5-cyclopropyl-3-methylpyridin-2-yl)piperazine hydrochloride (381 mg) described in Preparation Example 82 and by the reaction and treatment in the same manner as in Preparation Example 160, the title compound (668.5 mg) was obtained. The reactants are BrB(Br)Br, ClCCl, COCC(C)Oc1cc(Oc2ccc(S(C)(=O)=O)nc2)cc(-c2ccc(C3=NCC(CO)O3)[nH]2)c1, [Na+], [OH-]. The product is CC(CO)Oc1cc(Oc2ccc(S(C)(=O)=O)nc2)cc(-c2ccc(C3=NCC(CO)O3)[nH]2)c1. As a reaction SMILES: [B:36]([Br:37])([Br:38])[Br:39].[CH2:42]([Cl:43])[Cl:44].[CH3:1][O:2][CH2:3][CH:4]([O:5][c:6]1[cH:7][c:8](-[c:23]2[cH:24][cH:25][c:26]([C:28]3=[N:32][CH2:31][CH:30]([CH2:33][OH:34])[O:29]3)[nH:27]2)[cH:9][c:10]([O:12][c:13]2[cH:14][n:15][c:16]([S:19](=[O:20])(=[O:21])[CH3:22])[cH:17][cH:18]2)[cH:11]1)[CH3:35].[Na+:41].[OH-:40]>>[OH:2][CH2:3][CH:4]([O:5][c:6]1[cH:7][c:8](-[c:23]2[cH:24][cH:25][c:26]([C:28]3=[N:32][CH2:31][CH:30]([CH2:33][OH:34])[O:29]3)[nH:27]2)[cH:9][c:10]([O:12][c:13]2[cH:14][n:15][c:16]([S:19](=[O:20])(=[O:21])[CH3:22])[cH:17][cH:18]2)[cH:11]1)[CH3:35]. Reaction SMILES: [CH2:1]([CH3:2])[O:3][C:4]([CH2:5][c:6]1[c:7]([CH3:31])[n:8]([CH2:16][c:17]2[c:18]([C:27]([F:28])([F:29])[F:30])[cH:19][c:20]([S:23](=[O:24])(=[O:25])[CH3:26])[cH:21][cH:22]2)[c:9]2[cH:10][cH:11][c:12]([F:15])[cH:13][c:14]12)=[O:32].[CH2:35]1[O:36][CH2:37][CH2:38][CH2:39]1.[Li+:34].[OH-:33]>>[O:3]=[C:4]([CH2:5][c:6]1[c:7]([CH3:31])[n:8]([CH2:16][c:17]2[c:18]([C:27]([F:28])([F:29])[F:30])[cH:19][c:20]([S:23](=[O:24])(=[O:25])[CH3:26])[cH:21][cH:22]2)[c:9]2[cH:10][cH:11][c:12]([F:15])[cH:13][c:14]12)[OH:32]. The reactants are CCOC(=O)Cc1c(C)n(Cc2ccc(S(C)(=O)=O)cc2C(F)(F)F)c2ccc(F)cc12, C1CCOC1, [Li+], [OH-]. The product is Cc1c(CC(=O)O)c2cc(F)ccc2n1Cc1ccc(S(C)(=O)=O)cc1C(F)(F)F. As a reaction SMILES: [CH3:33][c:34]1[cH:35][cH:36][cH:37][cH:38][cH:39]1.[Cl-:32].[Cl:1][c:2]1[c:3]([C:4](=[O:5])[O:6][CH3:7])[cH:8][cH:9][cH:10][n:11]1.[Li+:31].[c:12]1([Sn:18]([CH2:19][CH2:20][CH2:21][CH3:22])([CH2:23][CH2:24][CH2:25][CH3:26])[CH2:27][CH2:28][CH2:29][CH3:30])[cH:13][cH:14][cH:15][cH:16][cH:17]1.[cH:40]1[cH:41][cH:42][c:43]([P:44]([Pd:45]([P:46]([c:47]2[cH:48][cH:49][cH:50][cH:51][cH:52]2)([c:53]2[cH:54][cH:55][cH:56][cH:57][cH:58]2)[c:59]2[cH:60][cH:61][cH:62][cH:63][cH:64]2)([P:65]([c:66]2[cH:67][cH:68][cH:69][cH:70][cH:71]2)([c:72]2[cH:73][cH:74][cH:75][cH:76][cH:77]2)[c:78]2[cH:79][cH:80][cH:81][cH:82][cH:83]2)[P:84]([c:85]2[cH:86][cH:87][cH:88][cH:89][cH:90]2)([c:91]2[cH:92][cH:93][cH:94][cH:95][cH:96]2)[c:97]2[cH:98][cH:99][cH:100][cH:101][cH:102]2)([c:103]2[cH:104][cH:105][cH:106][cH:107][cH:108]2)[c:109]2[cH:110][cH:111][cH:112][cH:113][cH:114]2)[cH:115][cH:116]1>>[c:2]1(-[c:12]2[cH:13][cH:14][cH:15][cH:16][cH:17]2)[c:3]([C:4](=[O:5])[O:6][CH3:7])[cH:8][cH:9][cH:10][n:11]1. Starting materials: Cc1ccccc1, [Cl-], COC(=O)c1cccnc1Cl, [Li+], CCCC[Sn](CCCC)(CCCC)c1ccccc1, c1ccc(P(c2ccccc2)(c2ccccc2)[Pd](P(c2ccccc2)(c2ccccc2)c2ccccc2)(P(c2ccccc2)(c2ccccc2)c2ccccc2)P(c2ccccc2)(c2ccccc2)c2ccccc2)cc1. Product: COC(=O)c1cccnc1-c1ccccc1. Reactants: 25, N1=CC(=CC=C1)CNC=1C(=CC=CC1)N (N-(3-pyridinylmethyl)-1,2-benzenediamine), NC(=O)N (urea). The solvent is ClC(Cl)Cl (trichloromethane), CO (methanol). Conditions: time 30 minute. Product: 24, N1=CC(=CC=C1)CN1C(NC2=C1C=CC=C2)=O (1,3-dihydro-1-(3-pyridinylmethyl)-2H-benzimidazol-2-one). Isolated yield 86.0%. Reaction SMILES: [N:1]1[CH:6]=[CH:5][CH:4]=[C:3]([CH2:7][NH:8][C:9]2[C:10]([NH2:15])=[CH:11][CH:12]=[CH:13][CH:14]=2)[CH:2]=1.N[C:17](N)=[O:18]>ClC(Cl)Cl.CO>[N:1]1[CH:6]=[CH:5][CH:4]=[C:3]([CH2:7][N:8]2[C:9]3[CH:14]=[CH:13][CH:12]=[CH:11][C:10]=3[NH:15][C:17]2=[O:18])[CH:2]=1. Procedure: A mixture of 25 parts of N-(3-pyridinylmethyl)-1,2-benzenediamine and 11 parts of urea is melted together to 180°-190° C. and the melt is stirred for 30 minutes at this temperature. The reaction mixture is cooled and dissolved in a mixture of trichloromethane and methanol. The solvent is evaporated and the residue is crystallized from 4-methyl-2-pentanone. The product is filtered off and dried, yielding 24 parts (86%) of 1,3-dihydro-1-(3-pyridinylmethyl)-2H-benzimidazol-2-one; mp. 160.5° C. Yields the product FC=1C=CC2=C(C(=NCC=3N2C(=NN3)CNC3CC3)C3=C(C=CC=C3)Cl)C1 (8-fluoro-1-[(cyclopropylamino)methyl]-6-(o-chlorophenyl)-4H-s-triazolo[4,3-a]-[1,4]benzodiazepine). Starting materials: [I-].[K+] (potassium iodide), FC=1C=CC2=C(C(=NCC=3N2C(=NN3)CCl)C3=C(C=CC=C3)Cl)C1 (8-fluoro-1-(chloromethyl)-6-(o-chlorophenyl)-4H-s-triazolo[4,3-a][1,4]benzodiazepine), C1(CC1)N (cyclopropylamine). RXN SMILES: [I-].[K+].[F:3][C:4]1[CH:5]=[CH:6][C:7]2[N:13]3[C:14]([CH2:17]Cl)=[N:15][N:16]=[C:12]3[CH2:11][N:10]=[C:9]([C:19]3[CH:24]=[CH:23][CH:22]=[CH:21][C:20]=3[Cl:25])[C:8]=2[CH:26]=1.[CH:27]1([NH2:30])[CH2:29][CH2:28]1>O1CCCC1>[F:3][C:4]1[CH:5]=[CH:6][C:7]2[N:13]3[C:14]([CH2:17][NH:30][CH:27]4[CH2:29][CH2:28]4)=[N:15][N:16]=[C:12]3[CH2:11][N:10]=[C:9]([C:19]3[CH:24]=[CH:23][CH:22]=[CH:21][C:20]=3[Cl:25])[C:8]=2[CH:26]=1 |f:0.1|. The solvent is O1CCCC1 (tetrahydrofuran). Procedure: In the manner given in Example 1, potassium iodide and 8-fluoro-1-(chloromethyl)-6-(o-chlorophenyl)-4H-s-triazolo[4,3-a][1,4]benzodiazepine in tetrahydrofuran is treated with cyclopropylamine to give 8-fluoro-1-[(cyclopropylamino)methyl]-6-(o-chlorophenyl)-4H-s-triazolo[4,3-a]-[1,4]benzodiazepine. Starting materials: CC(C)(C)[Si](C)(C)Cl, CN(C)C=O, COC(=O)C1CCC(O)CC1, c1c[nH]cn1. Yields the product COC(=O)C1CCC(O[Si](C)(C)C(C)(C)C)CC1. Reaction SMILES: [C:12]([CH3:13])([CH3:14])([CH3:15])[Si:16]([CH3:17])([CH3:18])[Cl:19].[O:25]=[CH:26][N:27]([CH3:28])[CH3:29].[OH:1][CH:2]1[CH2:3][CH2:4][CH:5]([C:8](=[O:9])[O:10][CH3:11])[CH2:6][CH2:7]1.[nH:20]1[cH:21][cH:22][n:23][cH:24]1>>[O:1]([CH:2]1[CH2:3][CH2:4][CH:5]([C:8](=[O:9])[O:10][CH3:11])[CH2:6][CH2:7]1)[Si:16]([C:12]([CH3:13])([CH3:14])[CH3:15])([CH3:17])[CH3:18].